Dataset: the Open Reaction Database (ORD), a public repository of structured organic reaction records. Task: describe an organic reaction: reactants, conditions, products, and yield The reactants are Cl, NO, c1ccncc1, O=Cc1ccc2cc[nH]c2c1. Yields the product ON=Cc1ccc2cc[nH]c2c1. Reaction SMILES: [ClH:1].[NH2:2][OH:3].[cH:15]1[cH:16][cH:17][n:18][cH:19][cH:20]1.[nH:4]1[cH:5][cH:6][c:7]2[cH:8][cH:9][c:10]([CH:13]=[O:14])[cH:11][c:12]12>>[N:2]([OH:3])=[CH:13][c:10]1[cH:9][cH:8][c:7]2[cH:6][cH:5][nH:4][c:12]2[cH:11]1. The reactants are N(CCC#N)CCC#N (3,3'-iminodipropionitrile), C1(CC1)C=O (cyclopropanecarboxaldehyde). Yields the product C(#N)CCN(CC1CC1)CCC#N (3-[N-(2-Cyano-ethyl)-N-cyclopropylmethyl-amino]-propionitrile). RXN SMILES: [NH:1]([CH2:6][CH2:7][C:8]#[N:9])[CH2:2][CH2:3][C:4]#[N:5].[CH:10]1([CH:13]=O)[CH2:12][CH2:11]1>>[C:4]([CH2:3][CH2:2][N:1]([CH2:6][CH2:7][C:8]#[N:9])[CH2:13][CH:10]1[CH2:12][CH2:11]1)#[N:5]. Reported procedure: The title compound was prepared from 3,3'-iminodipropionitrile and cyclopropanecarboxaldehyde by the method described in Example 1 in comparable yield. 1H NMR (CDCl3, 200 MHz) 2.86 (t, J=7.0 Hz, 4H), 2.42 (t, J=7.0 Hz, 4H), 2.39 (d, J=7.2 Hz, 1H), 0.75 (m, 1H), 0.45 (m, 2H), 0.06 (m, 2H). Starting materials: COC1(OC2=CC=CC=C2CC1)C (2-methoxy-2-methylchroman), CC=1C=C2CCC(OC2=CC1)(C)OC (6-methyl-2-methoxy-2-methylchroman). Yields the product C=1C(CCC2CCC=CC12)=O (4,4a,5,6-Tetrahydro-2(3H)-naphthalenone). Reaction SMILES: CO[C:3]1([CH3:13])[CH2:12][CH2:11][C:10]2[C:5](=[CH:6][CH:7]=[CH:8][CH:9]=2)[O:4]1.CC1C=C2C(=CC=1)OC(OC)(C)CC2>>[CH:13]1[C:3](=[O:4])[CH2:12][CH2:11][CH:10]2[C:5]=1[CH:6]=[CH:7][CH2:8][CH2:9]2. Procedure details: This material is prepared according to the procedure for Preparation 3 wherein 2-methoxy-2-methylchroman is substituted for 6-methyl-2-methoxy-2-methylchroman. Starting materials: O=C1Cc2c(cccc2-c2ccc(Br)cc2)N1, C1CCNCC1, Cc1[nH]c(C=O)c(C)c1C(=O)N1CC(C)NC(C)C1, CCO. Yields the product Cc1[nH]c(C=C2C(=O)Nc3cccc(-c4ccc(Br)cc4)c32)c(C)c1C(=O)N1CC(C)NC(C)C1. RXN SMILES: [Br:1][c:2]1[cH:3][cH:4][c:5](-[c:8]2[c:9]3[c:13]([cH:14][cH:15][cH:16]2)[NH:12][C:11](=[O:17])[CH2:10]3)[cH:6][cH:7]1.[CH2:37]1[CH2:38][CH2:39][NH:40][CH2:41][CH2:42]1.[CH3:18][CH:19]1[CH2:20][N:21]([C:26](=[O:27])[c:28]2[c:29]([CH3:36])[c:30]([CH:34]=[O:35])[nH:31][c:32]2[CH3:33])[CH2:22][CH:23]([CH3:25])[NH:24]1.[CH3:43][CH2:44][OH:45]>>[Br:1][c:2]1[cH:3][cH:4][c:5](-[c:8]2[c:9]3[c:13]([cH:14][cH:15][cH:16]2)[NH:12][C:11](=[O:17])[C:10]3=[CH:34][c:30]2[c:29]([CH3:36])[c:28]([C:26]([N:21]3[CH2:20][CH:19]([CH3:18])[NH:24][CH:23]([CH3:25])[CH2:22]3)=[O:27])[c:32]([CH3:33])[nH:31]2)[cH:6][cH:7]1. Starting materials: [OH-].[Na+] (NaOH), COC1=NC=CC=C1C1=CC=2N(C=C1)C(=CN2)C2=CC(=NC=C2)C2=CC=CC=C2 (7-(2-Methoxy-pyridin-3-yl)-3-(2-phenyl-pyridin-4-y1)-imidazo[1,2-a]pyridine), O (H2O), Cl (HCl). Solvent: CCO (EtOH). Yields the product C1(=CC=CC=C1)C1=NC=CC(=C1)C1=CN=C2N1C=CC(=C2)C=2C(=NC=CC2)O (3-[3-(2-Phenyl-pyridin-4-yl)-imidazo[1,2-a]pyridin-7-yl]-pyridin-2-ol). Reaction SMILES: C[O:2][C:3]1[C:8]([C:9]2[CH:14]=[CH:13][N:12]3[C:15]([C:18]4[CH:23]=[CH:22][N:21]=[C:20]([C:24]5[CH:29]=[CH:28][CH:27]=[CH:26][CH:25]=5)[CH:19]=4)=[CH:16][N:17]=[C:11]3[CH:10]=2)=[CH:7][CH:6]=[CH:5][N:4]=1.Cl.O.[OH-].[Na+]>CCO>[C:24]1([C:20]2[CH:19]=[C:18]([C:15]3[N:12]4[CH:13]=[CH:14][C:9]([C:8]5[C:3]([OH:2])=[N:4][CH:5]=[CH:6][CH:7]=5)=[CH:10][C:11]4=[N:17][CH:16]=3)[CH:23]=[CH:22][N:21]=2)[CH:25]=[CH:26][CH:27]=[CH:28][CH:29]=1 |f:3.4|. Procedure: 7-(2-Methoxy-pyridin-3-yl)-3-(2-phenyl-pyridin-4-y1)-imidazo[1,2-a]pyridine (Ex. 1.100) (1 eq, 0.38 mmol, 145 mg) is dissolved in EtOH (0.5 ml) and HCl (37% in H2O, 0.04 eq, 0.015 mmol, 0.5 ml) is added. The reaction is heated at reflux for 3 h and is cooled down to rt before H2O is added. The pH is adjusted to 7 with the addition of NaOH (4N) and the suspension is filtered. The solid is washed with a mixture H2O/EtOH 4:1 and dried in vacuo to afford 3-[3-(2-Phenyl-pyridin-4-yl)-imidazo[1,2-a]py... Starting materials: COC(CC1=CC(=C(C=C1)C1=CC=C(C=C1)OCC1=NC2=CC=CC=C2C=C1)F)=O (2-Fluoro-4'-(2-quinolinylmethoxy)-[1,1'-biphenyl]-4-acetic acid methylester), [Li+].[OH-] (LiOH), ClCCl.CO (dichloromethane methanol), CCCCCC.C(C)(=O)OCC (hexane ethyl acetate). Solvent: O1CCCC1 (tetrahydrofuran). Product: FC1=C(C=CC(=C1)CC(=O)O)C1=CC=C(C=C1)OCC1=NC2=CC=CC=C2C=C1 (2-Fluoro-4'-(2-quinolinylmethoxy)-[1,1'-biphenyl]-4-acetic acid). Yield: 101.2%. RXN SMILES: C[O:2][C:3](=[O:30])[CH2:4][C:5]1[CH:10]=[CH:9][C:8]([C:11]2[CH:16]=[CH:15][C:14]([O:17][CH2:18][C:19]3[CH:28]=[CH:27][C:26]4[C:21](=[CH:22][CH:23]=[CH:24][CH:25]=4)[N:20]=3)=[CH:13][CH:12]=2)=[C:7]([F:29])[CH:6]=1.[Li+].[OH-].ClCCl.CO.CCCCCC.C(OCC)(=O)C>O1CCCC1>[F:29][C:7]1[CH:6]=[C:5]([CH2:4][C:3]([OH:30])=[O:2])[CH:10]=[CH:9][C:8]=1[C:11]1[CH:12]=[CH:13][C:14]([O:17][CH2:18][C:19]2[CH:28]=[CH:27][C:26]3[C:21](=[CH:22][CH:23]=[CH:24][CH:25]=3)[N:20]=2)=[CH:15][CH:16]=1 |f:1.2,3.4,5.6|. Reported procedure: A solution of the ester (1.69 g, 4.21 mmole) of Step F, in dry tetrahydrofuran (20 mL) is treated dropwise under nitrogen with 1N-LiOH (12.6 mL) and the mixture is stirred for 3 hours at room temperature (TLC, 19:1 dichloromethane-methanol or 1:1 hexane-ethyl acetate). The solvent is removed, the residue is treated with water and neutralized (to pH 6.5) with 10% acetic acid. The acid is extracted with ethyl acetate (large volume needed) and the extracts are dried (MgSO4) and evaporated to drynes... Reaction SMILES: [CH3:1][Si:2]([O:3][CH:4]1[CH:5]2[C:6]3([CH3:31])[CH2:7][CH2:8][C:9](=[O:30])[CH:10]=[C:11]3[CH:12]([F:29])[CH2:13][CH:14]2[CH:15]2[CH2:16][CH:17]=[C:18]([C:19]([CH2:20][O:21][C:22]([CH3:23])=[O:24])=[O:25])[C:26]2([CH3:28])[CH2:27]1)([CH3:32])[CH3:33].[O:34]1[CH2:35][CH2:36][O:37][CH2:38][CH2:39]1>>[CH3:1][Si:2]([O:3][CH:4]1[CH:5]2[C:6]3([CH3:31])[CH:7]=[CH:8][C:9](=[O:30])[CH:10]=[C:11]3[CH:12]([F:29])[CH2:13][CH:14]2[CH:15]2[CH2:16][CH:17]=[C:18]([C:19]([CH2:20][O:21][C:22]([CH3:23])=[O:24])=[O:25])[C:26]2([CH3:28])[CH2:27]1)([CH3:32])[CH3:33]. The reactants are CC(=O)OCC(=O)C1=CCC2C3CC(F)C4=CC(=O)CCC4(C)C3C(O[Si](C)(C)C)CC12C, C1COCCO1. Product: CC(=O)OCC(=O)C1=CCC2C3CC(F)C4=CC(=O)C=CC4(C)C3C(O[Si](C)(C)C)CC12C. Reactants: ClC=1C=C(C(=O)OO)C=CC1 (3-chloroperoxybenzoic acid), C(C)N(C(=O)N1N=CC(=C1SC1=C(C=CC(=C1)C)C)Br)CC (1-(diethylcarbamoyl)-4-bromo-5-(2,5-dimethylphenylthio)pyrazole), ClCCCl (1,2-dichloroethane), S(=O)([O-])[O-].[Na+].[Na+] (sodium sulfite). Conditions: temperature 50 celsius. Yields the product C(C)N(C(=O)N1N=C(C(=C1)Br)S(=O)(=O)C1=C(C=CC(=C1)C)C)CC (1-(Diethylcarbamoyl)-4-bromo-3-(2,5-dimethylphenylsulfonyl)pyrazole). Yield: 83.0%. As a reaction SMILES: Cl[C:2]1[CH:3]=[C:4]([CH:9]=[CH:10][CH:11]=1)[C:5](OO)=O.[CH2:12]([N:14]([CH2:32][CH3:33])[C:15]([N:17]1[C:21](SC2C=C(C)C=CC=2C)=[C:20]([Br:31])[CH:19]=[N:18]1)=[O:16])[CH3:13].[S:34]([O-:37])([O-])=[O:35].[Na+].[Na+].Cl[CH2:41]CCl>>[CH2:12]([N:14]([CH2:32][CH3:33])[C:15]([N:17]1[CH:21]=[C:20]([Br:31])[C:19]([S:34]([C:2]2[CH:3]=[C:4]([CH3:5])[CH:9]=[CH:10][C:11]=2[CH3:41])(=[O:37])=[O:35])=[N:18]1)=[O:16])[CH3:13] |f:2.3.4|. Procedure details: 398 mg of 3-chloroperoxybenzoic acid were added to a solution of 315 mg of 1-(diethylcarbamoyl)-4-bromo-5-(2,5-dimethylphenylthio)pyrazole [prepared as described in step (2) above] in 7 ml of 1,2-dichloroethane, and the resulting mixture was heated at 50° C. for 2 hours. At the end of this time, the reaction mixture was poured into an aqueous solution of sodium sulfite and extracted with methylene chloride. The extract was washed with an aqueous solution of sodium hydrogencarbonate and with wate...